This data is from the Open Reaction Database (ORD), a public repository of structured organic reaction records. The task is: describe an organic reaction: reactants, conditions, products, and yield As a reaction SMILES: [F:1][C:2]1[CH:29]=[CH:28][CH:27]=[CH:26][C:3]=1[CH2:4][N:5]1[C:9]2=[N:10][CH:11]=[CH:12][CH:13]=[C:8]2[C:7]([C:14]2[N:22]=[C:21]3[C:17]([N:18]([CH3:24])[C:19](=[O:23])[NH:20]3)=[C:16](I)[N:15]=2)=[N:6]1.[CH3:30][C:31]([OH:35])([C:33]#[CH:34])[CH3:32].C(NC(C)C)(C)C.C(OCC)(=O)C>O1CCCC1.[Cu]I.Cl[Pd](Cl)([P](C1C=CC=CC=1)(C1C=CC=CC=1)C1C=CC=CC=1)[P](C1C=CC=CC=1)(C1C=CC=CC=1)C1C=CC=CC=1.C1CCCCC1>[F:1][C:2]1[CH:29]=[CH:28][CH:27]=[CH:26][C:3]=1[CH2:4][N:5]1[C:9]2=[N:10][CH:11]=[CH:12][CH:13]=[C:8]2[C:7]([C:14]2[N:22]=[C:21]3[C:17]([N:18]([CH3:24])[C:19](=[O:23])[NH:20]3)=[C:16]([C:34]#[C:33][C:31]([OH:35])([CH3:32])[CH3:30])[N:15]=2)=[N:6]1 |^1:58,77|. The solvent is O1CCCC1 (tetrahydrofuran), C1CCCCC1 (cyclohexane). Reagents/catalysts: Cl[Pd]([P](C1=CC=CC=C1)(C2=CC=CC=C2)C3=CC=CC=C3)([P](C4=CC=CC=C4)(C5=CC=CC=C5)C6=CC=CC=C6)Cl (dichlorobis(triphenylphosphine)palladium(II)), [Cu]I (copper(I) iodide). The reactants are FC1=C(CN2N=C(C=3C2=NC=CC3)C3=NC(=C2N(C(NC2=N3)=O)C)I)C=CC=C1 (2-[1-(2-Fluorobenzyl)-1H-pyrazolo[3,4-b]pyridin-3-yl]-6-iodo-7-methyl-7,9-dihydro-8H-purin-8-one), C(C)(=O)OCC (ethyl acetate), CC(C)(C#C)O (2-methyl-3-butyn-2-ol), C(C)(C)NC(C)C (diisopropylamine). Product: FC1=C(CN2N=C(C=3C2=NC=CC3)C3=NC(=C2N(C(NC2=N3)=O)C)C#CC(C)(C)O)C=CC=C1 (2-[1-(2-Fluorobenzyl)-1H-pyrazolo[3,4-b]pyridin-3-yl]-6-(3-hydroxy-3-methylbut-1-yn-1-yl)-7-methyl-7,9-dihydro-8H-purin-8-one). Reaction conditions: time 8 hour. Procedure: 0.5 g (0.997 mmol) of the compound obtained in example 107 in tetrahydrofuran (10 ml) was admixed under argon with 251 mg (2.992 mmol) of 2-methyl-3-butyn-2-ol, 0.419 ml (2.992 mmol) of diisopropylamine, 57 mg (0.299 mmol) of copper(I) iodide and 140 mg (0.199 mmol) of dichlorobis(triphenylphosphine)palladium(II). Subsequently, the mixture was stirred at RT overnight and then heated to reflux for 10 h. After cooling, the mixture was filtered. The filtrate was concentrated, slurried in acetonitri... Yield: 24.1%. Reactants: ice water, ClC1=C(C=NN1C1=CC=CC=C1)C(=O)OCC (5-chloro-1-phenyl-1H-pyrazole-4-carboxylic acid, ethyl ester), CN (methylamine), CN (methylamine). The solvent is CN(C)C=O (DMF). Reaction conditions: time 5 day. Yields the product ClC1=C(C=NN1C1=CC=CC=C1)C(=O)NC (5-chloro-1-phenyl-N-methyl-1H-pyrazole-4-carboxamide). The yield is 70.0%. RXN SMILES: [Cl:1][C:2]1[N:6]([C:7]2[CH:12]=[CH:11][CH:10]=[CH:9][CH:8]=2)[N:5]=[CH:4][C:3]=1[C:13]([O:15]CC)=O.[CH3:18][NH2:19]>CN(C=O)C>[Cl:1][C:2]1[N:6]([C:7]2[CH:12]=[CH:11][CH:10]=[CH:9][CH:8]=2)[N:5]=[CH:4][C:3]=1[C:13]([NH:19][CH3:18])=[O:15]. Reported procedure: A solution of 3.5 g of 5-chloro-1-phenyl-1H-pyrazole-4-carboxylic acid, ethyl ester and 20 ml of 40% aqueous methylamine in 20 ml DMF was stirred at room temperature for about 45 hours. Thin layer chromatography showed mostly starting material so an additional 10 ml of 40% aqueous methylamine was added to the reaction mixture which was stirred for an additional 5 days. The reaction mixture was poured into ice water and the precipitated solid was collected by filtration. After drying, the solid w... Reaction conditions: time 2 hour. As a reaction SMILES: [OH-].[K+].[I:3][C:4]1[CH:12]=[CH:11][C:10]([C:13]#[C:14][Si](C)(C)C)=[CH:9][C:5]=1[C:6]([OH:8])=[O:7]>CO>[I:3][C:4]1[CH:12]=[CH:11][C:10]([C:13]#[CH:14])=[CH:9][C:5]=1[C:6]([OH:8])=[O:7] |f:0.1|. Run in CO (methanol). Reactants: [OH-].[K+] (potassium hydroxide), IC1=C(C(=O)O)C=C(C=C1)C#C[Si](C)(C)C (2-iodo-5-trimethylsilylethynylbenzoic acid). Product: IC1=C(C(=O)O)C=C(C=C1)C#C (2-iodo-5-ethynylbenzoic acid), solid. Procedure details: 4.5 ml of aqueous potassium hydroxide solution (1 N) are added at 0° C. to a solution of 500 mg of 2-iodo-5-trimethylsilylethynylbenzoic acid (1.45 mmol, 1 eq.) in 30 ml of methanol. After stirring for 2 h at room temperature, the reaction medium is washed with 2×50 ml of CH2Cl2 and the aqueous phase is then reacidified to pH 2 by the addition of molar hydrochloric acid solution. After extraction with 2×50 ml of CH2Cl2, the organic phases are combined, dried and evaporated to give 383 mg of 2-io... Isolated yield 97.0%. The reactants are CC(C)(C)OC(=O)N1CCCN(c2nc3ccccc3n2CCO)CC1, CCCCP(CCCC)CCCC, Cc1ccccc1, O=C(N=NC(=O)N1CCCCC1)N1CCCCC1, OCC(F)(F)F. The product is CC(C)(C)OC(=O)N1CCCN(c2nc3ccccc3n2CCOCC(F)(F)F)CC1. As a reaction SMILES: [C:1]([CH3:2])([CH3:3])([CH3:4])[O:5][C:6](=[O:7])[N:8]1[CH2:9][CH2:10][N:11]([c:15]2[n:16][c:17]3[c:18]([n:19]2[CH2:20][CH2:21][OH:22])[cH:23][cH:24][cH:25][cH:26]3)[CH2:12][CH2:13][CH2:14]1.[CH2:45]([P:46]([CH2:47][CH2:48][CH2:49][CH3:50])[CH2:51][CH2:52][CH2:53][CH3:54])[CH2:55][CH2:56][CH3:57].[CH3:64][c:65]1[cH:66][cH:67][cH:68][cH:69][cH:70]1.[N:27]([C:28]([N:29]1[CH2:30][CH2:31][CH2:32][CH2:33][CH2:34]1)=[O:35])=[N:36][C:37]([N:38]1[CH2:39][CH2:40][CH2:41][CH2:42][CH2:43]1)=[O:44].[OH:58][CH2:59][C:60]([F:61])([F:62])[F:63]>>[C:1]([CH3:2])([CH3:3])([CH3:4])[O:5][C:6](=[O:7])[N:8]1[CH2:9][CH2:10][N:11]([c:15]2[n:16][c:17]3[c:18]([n:19]2[CH2:20][CH2:21][O:22][CH2:59][C:60]([F:61])([F:62])[F:63])[cH:23][cH:24][cH:25][cH:26]3)[CH2:12][CH2:13][CH2:14]1. Starting materials: CC(C)CC(C(=O)NN(CC(C)C)C(=O)Cn1ccnc1)C(CCNC(=O)c1ccccc1)C(=O)OC(C)(C)C, ClCCl, O=C(O)C(F)(F)F. Product: CC(C)CC(C(=O)NN(CC(C)C)C(=O)Cn1ccnc1)C(CCNC(=O)c1ccccc1)C(=O)O. RXN SMILES: [C:1]([c:2]1[cH:3][cH:4][cH:5][cH:6][cH:7]1)(=[O:8])[NH:9][CH2:10][CH2:11][CH:12]([C:13](=[O:14])[O:15][C:16]([CH3:17])([CH3:18])[CH3:19])[CH:20]([C:21](=[O:22])[NH:23][N:24]([CH2:25][CH:26]([CH3:27])[CH3:28])[C:29]([CH2:30][n:31]1[cH:32][n:33][cH:34][cH:35]1)=[O:36])[CH2:37][CH:38]([CH3:39])[CH3:40].[Cl:48][CH2:49][Cl:50].[OH:41][C:42]([C:43]([F:44])([F:45])[F:46])=[O:47]>>[C:1]([c:2]1[cH:3][cH:4][cH:5][cH:6][cH:7]1)(=[O:8])[NH:9][CH2:10][CH2:11][CH:12]([C:13](=[O:14])[OH:15])[CH:20]([C:21](=[O:22])[NH:23][N:24]([CH2:25][CH:26]([CH3:27])[CH3:28])[C:29]([CH2:30][n:31]1[cH:32][n:33][cH:34][cH:35]1)=[O:36])[CH2:37][CH:38]([CH3:39])[CH3:40]. Starting materials: O=C([O-])[O-], CCOC(=O)C(C)(Oc1ccccc1F)C(O)c1ccc(OCc2ccccc2)cc1, CC[SiH](CC)CC, ClCCl, [Na+], [Na+]. The product is CCOC(=O)C(C)(Cc1ccc(OCc2ccccc2)cc1)Oc1ccccc1F. RXN SMILES: [C:39](=[O:40])([O-:41])[O-:42].[CH2:1]([CH3:2])[O:3][C:4]([C:5]([CH:6]([OH:7])[c:8]1[cH:9][cH:10][c:11]([O:14][CH2:15][c:16]2[cH:17][cH:18][cH:19][cH:20][cH:21]2)[cH:12][cH:13]1)([CH3:22])[O:23][c:24]1[c:25]([F:30])[cH:26][cH:27][cH:28][cH:29]1)=[O:31].[CH2:32]([SiH:33]([CH2:34][CH3:35])[CH2:36][CH3:37])[CH3:38].[Cl:45][CH2:46][Cl:47].[Na+:43].[Na+:44]>>[CH2:1]([CH3:2])[O:3][C:4]([C:5]([CH2:6][c:8]1[cH:9][cH:10][c:11]([O:14][CH2:15][c:16]2[cH:17][cH:18][cH:19][cH:20][cH:21]2)[cH:12][cH:13]1)([CH3:22])[O:23][c:24]1[c:25]([F:30])[cH:26][cH:27][cH:28][cH:29]1)=[O:31]. Reactants: CCc1c(C(=N)N)ccc(N)c1NCCc1ccccc1, CCO, Cl, N. Product: Cl, N=C(N)c1ccc(N)c(NCCc2ccccc2)c1. RXN SMILES: [CH2:2]([CH3:3])[c:4]1[c:5]([C:6](=[NH:7])[NH2:8])[cH:9][cH:10][c:11]([NH2:22])[c:12]1[NH:13][CH2:14][CH2:15][c:16]1[cH:17][cH:18][cH:19][cH:20][cH:21]1.[CH3:24][CH2:25][OH:26].[ClH:1].[NH3:23]>>[ClH:1].[cH:4]1[c:5]([C:6](=[NH:7])[NH2:8])[cH:9][cH:10][c:11]([NH2:22])[c:12]1[NH:13][CH2:14][CH2:15][c:16]1[cH:17][cH:18][cH:19][cH:20][cH:21]1. The reactants are CC(Br)CCBr, O=C([O-])[O-], CCC(C)=O, ClC(Cl)Cl, [K+], [K+], CC(=O)Nc1ccc(O)cc1. As a reaction SMILES: [Br:12][CH2:13][CH2:14][CH:15]([Br:16])[CH3:17].[C:18](=[O:19])([O-:20])[O-:21].[CH3:24][C:25]([CH2:26][CH3:27])=[O:28].[CH:29]([Cl:30])([Cl:31])[Cl:32].[K+:22].[K+:23].[OH:1][c:2]1[cH:3][cH:4][c:5]([NH:8][C:9]([CH3:10])=[O:11])[cH:6][cH:7]1>>[O:1]([c:2]1[cH:3][cH:4][c:5]([NH:8][C:9]([CH3:10])=[O:11])[cH:6][cH:7]1)[CH2:15][CH2:14][CH2:13][Br:12]. Product: CC(=O)Nc1ccc(OCCCBr)cc1.